From a dataset of the Open Reaction Database (ORD), a public repository of structured organic reaction records. describe an organic reaction: reactants, conditions, products, and yield Reactants: COC1=C(N)C(=CC=C1)OC (2,6-dimethoxyaniline), O.O.O.O.N1C(=O)NC(=O)C(=O)C1=O (alloxan tetrahydrate). Run in O (water). Conditions: time 1 hour. Yields the product NC1=C(C=C(C=C1OC)C1(C(NC(NC1=O)=O)=O)O)OC (5-(4-amino-3,5-dimethoxyphenyl)-5-hydroxybarbituric acid). Isolated yield 91.7%. As a reaction SMILES: [CH3:1][O:2][C:3]1[CH:9]=[CH:8][CH:7]=[C:6]([O:10][CH3:11])[C:4]=1[NH2:5].O.O.O.O.[NH:16]1[C:24](=[O:25])[C:22](=[O:23])[C:20](=[O:21])[NH:19][C:17]1=[O:18]>O>[NH2:5][C:4]1[C:6]([O:10][CH3:11])=[CH:7][C:8]([C:22]2([OH:23])[C:20](=[O:21])[NH:19][C:17](=[O:18])[NH:16][C:24]2=[O:25])=[CH:9][C:3]=1[O:2][CH3:1] |f:1.2.3.4.5|. Procedure details: 25 g of 2,6-dimethoxyaniline were added to a solution of 35 g of alloxan tetrahydrate in 120 ml of water. While stirring vigorously, the initially heterogeneous mixture changed after one hour into a brown solution from which grey crystals separated after a short time. The reaction mixture was stirred at room temperature for an additional 24 hours until dimethoxyaniline was no longer detectable according to thin-layer chromatography (cyclohexane/ethyl acetate/water=60:30:1). The reaction mixture ...